From a dataset of the Open Reaction Database (ORD), a public repository of structured organic reaction records. describe an organic reaction: reactants, conditions, products, and yield Starting materials: CCOC(=O)c1cc2cccc(NCCCNC(=O)OC(C)(C)C)c2n1C, CCO, Cl, [K+], [OH-]. Yields the product Cn1c(C(=O)O)cc2cccc(NCCCNC(=O)OC(C)(C)C)c21. Reaction SMILES: [C:1]([CH3:2])([CH3:3])([CH3:4])[O:5][C:6](=[O:7])[NH:8][CH2:9][CH2:10][CH2:11][NH:12][c:13]1[cH:14][cH:15][cH:16][c:17]2[cH:18][c:19]([C:23](=[O:24])[O:25][CH2:26][CH3:27])[n:20]([CH3:22])[c:21]12.[CH3:31][CH2:32][OH:33].[ClH:30].[K+:29].[OH-:28]>>[C:1]([CH3:2])([CH3:3])([CH3:4])[O:5][C:6](=[O:7])[NH:8][CH2:9][CH2:10][CH2:11][NH:12][c:13]1[cH:14][cH:15][cH:16][c:17]2[cH:18][c:19]([C:23](=[O:24])[OH:25])[n:20]([CH3:22])[c:21]12. The product is CN1C(=O)C(Nc2ccc(N3CCOCC3)cc2)=C(c2ccccc2)S1(=O)=O. Reaction SMILES: [CH3:30][C:31]#[N:32].[Cl:1][C:2]1=[C:6]([c:7]2[cH:8][cH:9][cH:10][cH:11][cH:12]2)[S:5](=[O:13])(=[O:14])[N:4]([CH3:15])[C:3]1=[O:16].[O:17]1[CH2:18][CH2:19][N:20]([c:23]2[cH:24][cH:25][c:26]([NH2:27])[cH:28][cH:29]2)[CH2:21][CH2:22]1>>[C:2]1([NH:27][c:26]2[cH:25][cH:24][c:23]([N:20]3[CH2:19][CH2:18][O:17][CH2:22][CH2:21]3)[cH:29][cH:28]2)=[C:6]([c:7]2[cH:8][cH:9][cH:10][cH:11][cH:12]2)[S:5](=[O:13])(=[O:14])[N:4]([CH3:15])[C:3]1=[O:16]. Starting materials: CC#N, CN1C(=O)C(Cl)=C(c2ccccc2)S1(=O)=O, Nc1ccc(N2CCOCC2)cc1. Starting materials: BrC=1C(C2=CC(=CC=C2C1C1=CC(=CC(=C1)F)F)OCCN1CCS(CC1)(=O)=O)=O (2-Bromo-3-(3,5-difluorophenyl)-6-[2-(1,1-dioxothiomorpholin-4-yl)ethoxy]-1H-inden-1-one), O1CCN(CC1)CCOC1=CC=C2C(=C(C(C2=C1)=O)Br)C1=CC=CC=C1 (6-(2-morpholinoethoxy)-2-bromo-3-phenyl-1H-inden-1-one), B(C=1C=CC(=CC1)C)(O)O (p-tolylboronic acid). Product: FC=1C=C(C=C(C1)F)C1=C(C(C2=CC(=CC=C12)OCCN1CCS(CC1)(=O)=O)=O)C1=CC=C(C=C1)C (3-(3,5-Difluorophenyl)-6-[2-(1,1-dioxothiomorpholin-4-yl)ethoxy]-2-p-tolyl-1H-inden-1-one). Isolated yield 71.0%. RXN SMILES: Br[C:2]1[C:3](=[O:30])[C:4]2[C:9]([C:10]=1[C:11]1[CH:16]=[C:15]([F:17])[CH:14]=[C:13]([F:18])[CH:12]=1)=[CH:8][CH:7]=[C:6]([O:19][CH2:20][CH2:21][N:22]1[CH2:27][CH2:26][S:25](=[O:29])(=[O:28])[CH2:24][CH2:23]1)[CH:5]=2.O1CCN(CCO[C:40]2[CH:48]=[C:47]3[C:43]([C:44](C4C=CC=CC=4)=C(Br)C3=O)=[CH:42][CH:41]=2)CC1.B(O)(O)C1C=CC(C)=CC=1>>[F:17][C:15]1[CH:16]=[C:11]([C:10]2[C:9]3[C:4](=[CH:5][C:6]([O:19][CH2:20][CH2:21][N:22]4[CH2:23][CH2:24][S:25](=[O:29])(=[O:28])[CH2:26][CH2:27]4)=[CH:7][CH:8]=3)[C:3](=[O:30])[C:2]=2[C:40]2[CH:48]=[CH:47][C:43]([CH3:44])=[CH:42][CH:41]=2)[CH:12]=[C:13]([F:18])[CH:14]=1. Reported procedure: The procedure of Step 7 of Example 1 was repeated except for using 2-bromo-3-(3,5-difluorophenyl)-6-[2-(1,1-dioxothiomorpholin-4-yl)ethoxy]-1H-inden-1-one obtained in Step 1 of Example 92 as a starting material instead of 6-(2-morpholinoethoxy)-2-bromo-3-phenyl-1H-inden-1-one, p-tolylboronic acid instead of 3-pyridinylboronic acid, and being purified by silica gel column chromatography (EtOAc/hexanes=1:1) to obtain the title compound (71%). Starting materials: ClC1=C(C(=O)O)C=CC=C1Cl (2,3-dichlorobenzoic acid), CC1=NC=C(C=N1)C(CN)N1CCOCC1 (2-(2-methyl-pyrimidin-5-yl)-2-morpholin-4-yl-ethylamine). The product is ClC1=C(C(=O)NCC(N2CCOCC2)C=2C=NC(=NC2)C)C=CC=C1Cl (2,3-Dichloro-N-[2-(2-methylpyrimidin-5-yl)-2-morpholino-ethyl]benzamide). Reaction SMILES: [Cl:1][C:2]1[C:10]([Cl:11])=[CH:9][CH:8]=[CH:7][C:3]=1[C:4]([OH:6])=O.[CH3:12][C:13]1[N:18]=[CH:17][C:16]([CH:19]([N:22]2[CH2:27][CH2:26][O:25][CH2:24][CH2:23]2)[CH2:20][NH2:21])=[CH:15][N:14]=1>>[Cl:1][C:2]1[C:10]([Cl:11])=[CH:9][CH:8]=[CH:7][C:3]=1[C:4]([NH:21][CH2:20][CH:19]([C:16]1[CH:17]=[N:18][C:13]([CH3:12])=[N:14][CH:15]=1)[N:22]1[CH2:23][CH2:24][O:25][CH2:26][CH2:27]1)=[O:6]. Procedure details: From 2,3-dichlorobenzoic acid and 2-(2-methyl-pyrimidin-5-yl)-2-morpholin-4-yl-ethylamine.